describe an organic reaction: reactants, conditions, products, and yield From a dataset of the Open Reaction Database (ORD), a public repository of structured organic reaction records. The reactants are solution, [H-].[Al+3].[Li+].[H-].[H-].[H-] (lithium aluminium hydride), C(C)(C)(C)OC(N[C@@H]1CC[C@@H](CC1)O)=O (cis-(4-hydroxycyclohexyl)carbamic acid tert-butyl ester), O (water), [OH-].[Na+] (sodium hydroxide), O (water). The solvent is C1CCOC1 (THF), C1CCOC1 (THF). The product is CN[C@H]1CC[C@H](CC1)O (cis-4-methylaminocyclohexanol). The yield is 76.6%. RXN SMILES: [H-].[Al+3].[Li+].[H-].[H-].[H-].C(O[C:12](=O)[NH:13][C@H:14]1[CH2:19][CH2:18][C@@H:17]([OH:20])[CH2:16][CH2:15]1)(C)(C)C.O.[OH-].[Na+]>C1COCC1>[CH3:12][NH:13][C@@H:14]1[CH2:19][CH2:18][C@H:17]([OH:20])[CH2:16][CH2:15]1 |f:0.1.2.3.4.5,8.9|. Reported procedure: A 2M solution of lithium aluminium hydride in THF (4.6 ml) was added dropwise to a solution of cis-(4-hydroxycyclohexyl)carbamic acid tert-butyl ester (1 g, 4.6 mmol) in THF (5 ml) stirring at ambient temperature. After stirring for 30 minutes the mixture was heated at reflux for 16 hours. After allowing to cool, water (0.35 ml) followed by 2N sodium hydroxide (0.35 ml) and water (0.35 ml) were carefully added. The white precipitate was removed by filtration and the filtrate concentrated under r...